describe an organic reaction: reactants, conditions, products, and yield From a dataset of the Open Reaction Database (ORD), a public repository of structured organic reaction records. Starting materials: BrC1=NC=C(N=C1)I (2-bromo-5-iodopyrazine), C([O-])([O-])=O.[Cs+].[Cs+] (cesium carbonate), 2R, CN1CCNCC1 (methyl piperazine). Run in CN(C)C=O (DMF). Run at temperature 100 celsius, time 8 hour. Product: IC=1N=CC(=NC1)N1CC(NCC1)C (5′-Iodo-3-methyl-3,4,5,6-tetrahydro-2H-[1,2′]bipyrazinyl). Isolated yield 95.7%. RXN SMILES: Br[C:2]1[CH:7]=[N:6][C:5]([I:8])=[CH:4][N:3]=1.[C:9](=O)([O-])[O-].[Cs+].[Cs+].C[N:16]1[CH2:21][CH2:20][NH:19][CH2:18][CH2:17]1>CN(C=O)C>[I:8][C:5]1[N:6]=[CH:7][C:2]([N:16]2[CH2:21][CH2:20][NH:19][CH:18]([CH3:9])[CH2:17]2)=[N:3][CH:4]=1 |f:1.2.3|. Procedure: A mixture of 2-bromo-5-iodopyrazine (200 mg, 0.704 mmol), cesium carbonate (400 mg, 1.23 mmol) and 2R methyl piperazine (85 mg, 0.85 mmol) in DMF (10 ml) was stirred at 100° C. overnight. The reaction was cooled and solvent evaporated. Water (100 ml) was added and insoluble solid was filtered, then dissolved in MeCl2 (100 ml), dried over Na2SO4, filtered and solvent evaporated yielding product (205 mg, 95%) Mass Spec (MH, 305) Starting materials: CCOC(=O)c1oc2cc(O)c(Cl)cc2c1C, C1CCOC1, CC(C)N1CCC(O)CC1, CC(C)OC(=O)N=NC(=O)OC(C)C, c1ccc(P(c2ccccc2)c2ccccc2)cc1. Yields the product CCOC(=O)c1oc2cc(OC3CCN(C(C)C)CC3)c(Cl)cc2c1C. As a reaction SMILES: [CH2:1]([CH3:2])[O:3][C:4](=[O:5])[c:6]1[o:7][c:8]2[c:9]([c:10]1[CH3:11])[cH:12][c:13]([Cl:17])[c:14]([OH:16])[cH:15]2.[CH2:61]1[O:62][CH2:63][CH2:64][CH2:65]1.[CH:18]([CH3:19])([CH3:20])[N:21]1[CH2:22][CH2:23][CH:24]([OH:27])[CH2:25][CH2:26]1.[O:47]=[C:48]([O:49][CH:50]([CH3:51])[CH3:52])[N:53]=[N:54][C:55]([O:56][CH:57]([CH3:58])[CH3:59])=[O:60].[c:28]1([P:29]([c:30]2[cH:31][cH:32][cH:33][cH:34][cH:35]2)[c:36]2[cH:37][cH:38][cH:39][cH:40][cH:41]2)[cH:42][cH:43][cH:44][cH:45][cH:46]1>>[CH2:1]([CH3:2])[O:3][C:4](=[O:5])[c:6]1[o:7][c:8]2[c:9]([c:10]1[CH3:11])[cH:12][c:13]([Cl:17])[c:14]([O:16][CH:24]1[CH2:23][CH2:22][N:21]([CH:18]([CH3:19])[CH3:20])[CH2:26][CH2:25]1)[cH:15]2. Yields the product CN(CCOc1ccc(-c2cccc3cnc(NC4CCC(O)CC4)nc23)cc1)C(=O)OC(C)(C)C. Reaction SMILES: [C:26](=[O:27])([O-:28])[O-:29].[Cl:32][CH2:33][CH2:34][N:35]([C:36]([O:37][C:38]([CH3:39])([CH3:40])[CH3:41])=[O:42])[CH3:43].[Cs+:30].[Cs+:31].[O:44]=[CH:45][N:46]([CH3:47])[CH3:48].[OH:1][CH:2]1[CH2:3][CH2:4][CH:5]([NH:8][c:9]2[n:10][c:11]3[c:12](-[c:19]4[cH:20][cH:21][c:22]([OH:25])[cH:23][cH:24]4)[cH:13][cH:14][cH:15][c:16]3[cH:17][n:18]2)[CH2:6][CH2:7]1>>[OH:1][CH:2]1[CH2:3][CH2:4][CH:5]([NH:8][c:9]2[n:10][c:11]3[c:12](-[c:19]4[cH:20][cH:21][c:22]([O:25][CH2:33][CH2:34][N:35]([C:36]([O:37][C:38]([CH3:39])([CH3:40])[CH3:41])=[O:42])[CH3:43])[cH:23][cH:24]4)[cH:13][cH:14][cH:15][c:16]3[cH:17][n:18]2)[CH2:6][CH2:7]1. Starting materials: O=C([O-])[O-], CN(CCCl)C(=O)OC(C)(C)C, [Cs+], [Cs+], CN(C)C=O, Oc1ccc(-c2cccc3cnc(NC4CCC(O)CC4)nc23)cc1. Starting materials: octa-O-benzyl-D-sucrose, C(C1=CC=CC=C1)O[C@@H]1[C@H](O)O[C@H]([C@@H]([C@H]1OCC1=CC=CC=C1)OCC1=CC=CC=C1)COCC1=CC=CC=C1 (2,3,4,6-tetra-O-benzyl-α-L-glucopyranose), C1=CC=CC=C1.C(C)OCC (benzene diethyl ether), glycosyl halide, glycosyl chloride, 3A, C(C1=CC=CC=C1)OCC1(O)[C@H](OCC2=CC=CC=C2)[C@@H](OCC2=CC=CC=C2)[C@@H](O1)COCC1=CC=CC=C1 (1,3,4,6-tetra-O-benzyl-L-fructofuranose), C1=CC=CC=C1.C(C)OCC (benzene diethyl ether), C(C1=CC=CC=C1)O[C@@H]1[C@H](O)O[C@H]([C@@H]([C@H]1OCC1=CC=CC=C1)OCC1=CC=CC=C1)COCC1=CC=CC=C1 (2,3,4,6-tetra-O-benzyl-α-L-glucopyranose), OCC(=O)[C@@H](O)[C@H](O)[C@H](O)CO (fructose). The reagents and catalysts are C([O-])([O-])=O.[Ag+2] (silver carbonate). The solvent is C1=CC=CC=C1 (benzene), C1=CC=CC=C1 (benzene). Conditions: time 10 minute. The product is C(C1=CC=CC=C1)O[C@@H]1[C@H](O[C@]2(COCC3=CC=CC=C3)[C@H](OCC3=CC=CC=C3)[C@@H](OCC3=CC=CC=C3)[C@@H](O2)COCC2=CC=CC=C2)O[C@H]([C@@H]([C@H]1OCC1=CC=CC=C1)OCC1=CC=CC=C1)COCC1=CC=CC=C1 (1,3,4,6-Tetra-O-benzyl-β-L-fructofuranosyl 2,3,4,6-Tetra-O-benzyl-α-L-glucopyranoside). RXN SMILES: [CH2:1]([O:8][CH2:9][C:10]1([O:31][C@@H:30]([CH2:32][O:33][CH2:34][C:35]2[CH:40]=[CH:39][CH:38]=[CH:37][CH:36]=2)[C@H:21]([O:22][CH2:23][C:24]2[CH:29]=[CH:28][CH:27]=[CH:26][CH:25]=2)[C@H:12]1[O:13][CH2:14][C:15]1[CH:20]=[CH:19][CH:18]=[CH:17][CH:16]=1)[OH:11])[C:2]1[CH:7]=[CH:6][CH:5]=[CH:4][CH:3]=1.[CH2:41]([O:48][C@H:49]1[C@H:55]([O:56][CH2:57][C:58]2[CH:63]=[CH:62][CH:61]=[CH:60][CH:59]=2)[C@@H:54]([O:64][CH2:65][C:66]2[CH:71]=[CH:70][CH:69]=[CH:68][CH:67]=2)[C@H:53]([CH2:72][O:73][CH2:74][C:75]2[CH:80]=[CH:79][CH:78]=[CH:77][CH:76]=2)[O:52][C@H:50]1O)[C:42]1[CH:47]=[CH:46][CH:45]=[CH:44][CH:43]=1.C1C=CC=CC=1.C(OCC)C.OCC([C@H]([C@@H]([C@@H](CO)O)O)O)=O>C1C=CC=CC=1.C(=O)([O-])[O-].[Ag+2]>[CH2:41]([O:48][C@H:49]1[C@H:55]([O:56][CH2:57][C:58]2[CH:63]=[CH:62][CH:61]=[CH:60][CH:59]=2)[C@@H:54]([O:64][CH2:65][C:66]2[CH:67]=[CH:68][CH:69]=[CH:70][CH:71]=2)[C@H:53]([CH2:72][O:73][CH2:74][C:75]2[CH:76]=[CH:77][CH:78]=[CH:79][CH:80]=2)[O:52][C@H:50]1[O:11][C@:10]1([O:31][C@@H:30]([CH2:32][O:33][CH2:34][C:35]2[CH:36]=[CH:37][CH:38]=[CH:39][CH:40]=2)[C@H:21]([O:22][CH2:23][C:24]2[CH:25]=[CH:26][CH:27]=[CH:28][CH:29]=2)[C@H:12]1[O:13][CH2:14][C:15]1[CH:20]=[CH:19][CH:18]=[CH:17][CH:16]=1)[CH2:9][O:8][CH2:1][C:2]1[CH:7]=[CH:6][CH:5]=[CH:4][CH:3]=1)[C:42]1[CH:43]=[CH:44][CH:45]=[CH:46][CH:47]=1 |f:2.3,6.7|. Procedure: A suspension of molecular sieves (type 3A, 2.5 g.) and silver carbonate (0.5 g.) in a solution of 1,3,4,6-tetra-O-benzyl-L-fructofuranose (0.5 g.) in dry benzene (3 ml.) was stirred under nitrogen, in the dark, at room temperature, for 10 minutes. Silver perchlorate (50 mg.) which had been dried by evaporating dry benzene from the salt was added to the mixture, stirring being continued. A solution of 2,3,4,6-tetra-O-benzyl-L-glucopyranosyl chloride, prepared as previously described from 0.5 g. o... The reactants are [N+](=[N-])=C (diazomethane), ice water, CN1N=C(C(=C1O)C(C1=C(C=C(C=C1)[N+](=O)[O-])Cl)=O)C (1,3-dimethyl-4-(2-chloro-4-nitrobenzoyl)-5-hydroxypyrazole), C([O-])(O)=O.[Na+] (sodium bicarbonate). Solvent: CCOCC (ether), C1(=CC=CC=C1)C (toluene), C(C)OCC (ethyl ether), C(Cl)Cl (methylene chloride). The product is CN1N=C(C(=C1OC)C(C1=C(C=C(C=C1)[N+](=O)[O-])Cl)=O)C (1,3-dimethyl-4-(2-chloro-4-nitrobenzoyl)-5-methoxy pyrazole). As a reaction SMILES: [N+](=[CH2:3])=[N-].C(=O)(O)[O-].[Na+].[CH3:9][N:10]1[C:14]([OH:15])=[C:13]([C:16](=[O:27])[C:17]2[CH:22]=[CH:21][C:20]([N+:23]([O-:25])=[O:24])=[CH:19][C:18]=2[Cl:26])[C:12]([CH3:28])=[N:11]1>C(OCC)C.C(Cl)Cl.C1(C)C=CC=CC=1>[CH3:9][N:10]1[C:14]([O:15][CH3:3])=[C:13]([C:16](=[O:27])[C:17]2[CH:22]=[CH:21][C:20]([N+:23]([O-:25])=[O:24])=[CH:19][C:18]=2[Cl:26])[C:12]([CH3:28])=[N:11]1 |f:1.2|. Reported procedure: In a four necked flask, 1.4 g of 1,3-dimethyl-4-(2-chloro-4-nitrobenzoyl)-5-hydroxypyrazole was dissolved in 10 ml of ethyl ether. The solution was cooled with ice-water and an ether solution of diazomethane was added and the reaction was carried out until ceasing nitrogen gas. Diazomethane and ether were distilled off from the reaction mixture to obtain the precipitate of the reaction product. The precipitate was dissolved in methylene chloride. The solution was mixed with a saturated aqueous s... Reactants: O[C@H](C)[C@@H]1[C@H]2CC(=C(N2C1=O)C(=O)OCC=C)C1=CC(=CC=C1)CO (Allyl (5R,6S)-6-[(1R)-1-hydroxyethyl]-3-[3-(hydroxymethyl)phenyl]-7-oxo-1-azabicyclo[3.2.0]hept-2-ene-2-carboxylate), C(C)C(C(=O)[O-])CCCC.[Na+] (sodium 2-ethylhexanoate), C1(=CC=CC=C1)P(C1=CC=CC=C1)C1=CC=CC=C1 (triphenylphosphine), CCCCCC (hexane). Reagents/catalysts: [Pd].C1(=CC=CC=C1)P(C1=CC=CC=C1)C1=CC=CC=C1.C1(=CC=CC=C1)P(C1=CC=CC=C1)C1=CC=CC=C1.C1(=CC=CC=C1)P(C1=CC=CC=C1)C1=CC=CC=C1.C1(=CC=CC=C1)P(C1=CC=CC=C1)C1=CC=CC=C1 (tetrakis(triphenylphosphine) palladium(0)). Run in C1CCOC1 (THF). Conditions: temperature 0 celsius, time 30 minute. Yields the product O[C@H](C)[C@@H]1[C@H]2CC(=C(N2C1=O)C(=O)[O-])C1=CC(=CC=C1)CO.[Na+] (sodium (5R,6S)-6-[(1R)-1-hydroxyethyl]-3-[3-(hydroxymethyl)phenyl]-7-oxo-1-azabicyclo[3.2.0]hept-2-ene-2-carboxylate). As a reaction SMILES: [OH:1][C@@H:2]([C@H:4]1[C:10](=[O:11])[N:9]2[C@@H:5]1[CH2:6][C:7]([C:18]1[CH:23]=[CH:22][CH:21]=[C:20]([CH2:24][OH:25])[CH:19]=1)=[C:8]2[C:12]([O:14]CC=C)=[O:13])[CH3:3].C(C(CCCC)C([O-])=O)C.[Na+:36].C1(P(C2C=CC=CC=2)C2C=CC=CC=2)C=CC=CC=1.CCCCCC>C1COCC1.[Pd].C1(P(C2C=CC=CC=2)C2C=CC=CC=2)C=CC=CC=1.C1(P(C2C=CC=CC=2)C2C=CC=CC=2)C=CC=CC=1.C1(P(C2C=CC=CC=2)C2C=CC=CC=2)C=CC=CC=1.C1(P(C2C=CC=CC=2)C2C=CC=CC=2)C=CC=CC=1>[OH:1][C@@H:2]([C@H:4]1[C:10](=[O:11])[N:9]2[C@@H:5]1[CH2:6][C:7]([C:18]1[CH:23]=[CH:22][CH:21]=[C:20]([CH2:24][OH:25])[CH:19]=1)=[C:8]2[C:12]([O-:14])=[O:13])[CH3:3].[Na+:36] |f:1.2,6.7.8.9.10,11.12|. Procedure: Allyl (5R,6S)-6-[(1R)-1-hydroxyethyl]-3-[3-(hydroxymethyl)phenyl]-7-oxo-1-azabicyclo[3.2.0]hept-2-ene-2-carboxylate prepared in the above step, sodium 2-ethylhexanoate (242 mg) and triphenylphosphine (32 mg) were dissolved in THF (10 ml), and the solution was cooled to 0° C. Thereto tetrakis(triphenylphosphine) palladium(0) (70 mg) was added. Thirty minutes later, thereto hexane (3 ml) was added and then the solution was stirred for additional 30 minutes. The resulting crystals were filtered und...